From a dataset of the Open Reaction Database (ORD), a public repository of structured organic reaction records. describe an organic reaction: reactants, conditions, products, and yield Reactants: CO, CC(=O)Cl, O=C(O)Cc1cccc(O)c1. The product is COC(=O)Cc1cccc(O)c1. As a reaction SMILES: [CH3:16][OH:17].[CH3:1][C:2](=[O:3])[Cl:4].[OH:5][C:6](=[O:7])[CH2:8][c:9]1[cH:10][cH:11][cH:12][c:13]([OH:14])[cH:15]1>>[CH3:1][O:7][C:6](=[O:5])[CH2:8][c:9]1[cH:10][cH:11][cH:12][c:13]([OH:14])[cH:15]1. The reactants are CC1CN(c2c([N+](=O)[O-])cnn2C)CCN1C(=O)OC(C)(C)C, CO, [Cl-], [NH4+], O, [Zn]. RXN SMILES: [CH3:1][CH:2]1[N:3]([C:17](=[O:18])[O:19][C:20]([CH3:21])([CH3:22])[CH3:23])[CH2:4][CH2:5][N:6]([c:8]2[c:9]([N+:14]([O-:15])=[O:16])[cH:10][n:11][n:12]2[CH3:13])[CH2:7]1.[CH3:26][OH:27].[Cl-:24].[NH4+:25].[OH2:28].[Zn:29]>>[CH3:1][CH:2]1[N:3]([C:17](=[O:18])[O:19][C:20]([CH3:21])([CH3:22])[CH3:23])[CH2:4][CH2:5][N:6]([c:8]2[c:9]([NH2:14])[cH:10][n:11][n:12]2[CH3:13])[CH2:7]1. The product is CC1CN(c2c(N)cnn2C)CCN1C(=O)OC(C)(C)C. The reactants are COC(CBr)OC, CS(C)=O, CC(=O)O, Cc1ccccc1, O=C1CCc2ncc(F)cc2N1, [K+], [K+], [K+], O, O=P([O-])([O-])[O-]. Product: COC(CN1C(=O)CCc2ncc(F)cc21)OC. As a reaction SMILES: [Br:21][CH2:22][CH:23]([O:24][CH3:25])[O:26][CH3:27].[CH3:29][S:30](=[O:31])[CH3:32].[CH3:33][C:34](=[O:35])[OH:36].[CH3:37][c:38]1[cH:39][cH:40][cH:41][cH:42][cH:43]1.[F:9][c:10]1[cH:11][n:12][c:13]2[c:18]([cH:19]1)[NH:17][C:16](=[O:20])[CH2:15][CH2:14]2.[K+:6].[K+:7].[K+:8].[OH2:28].[P:1]([O-:2])([O-:3])([O-:4])=[O:5]>>[F:9][c:10]1[cH:11][n:12][c:13]2[c:18]([cH:19]1)[N:17]([CH2:22][CH:23]([O:24][CH3:25])[O:26][CH3:27])[C:16](=[O:20])[CH2:15][CH2:14]2. Starting materials: FC1=CC=C(C=C1)C(C1=CC=C(C=C1)F)NC(=O)C=1C(=NC(=NC1)C(=O)NCC(=O)OCC)O (Ethyl 2-(5-(bis(4-fluorophenyl)methylcarbamoyl)-4-hydroxypyrimidine-2-carboxamido)acetate). Solvent: [OH-].[K+] (KOH). Conditions: temperature 50 celsius, time 30 minute. Product: FC1=CC=C(C=C1)C(C1=CC=C(C=C1)F)NC(=O)C=1C(=NC(=NC1)C(=O)NCC(=O)O)O (2-(5-(bis(4-fluorophenyl)methylcarbamoyl)-4-hydroxypyrimidine-2-carboxamido) acetic acid). The yield is 86.3%. RXN SMILES: [F:1][C:2]1[CH:7]=[CH:6][C:5]([CH:8]([NH:16][C:17]([C:19]2[C:20]([OH:34])=[N:21][C:22]([C:25]([NH:27][CH2:28][C:29]([O:31]CC)=[O:30])=[O:26])=[N:23][CH:24]=2)=[O:18])[C:9]2[CH:14]=[CH:13][C:12]([F:15])=[CH:11][CH:10]=2)=[CH:4][CH:3]=1>[OH-].[K+]>[F:1][C:2]1[CH:7]=[CH:6][C:5]([CH:8]([NH:16][C:17]([C:19]2[C:20]([OH:34])=[N:21][C:22]([C:25]([NH:27][CH2:28][C:29]([OH:31])=[O:30])=[O:26])=[N:23][CH:24]=2)=[O:18])[C:9]2[CH:10]=[CH:11][C:12]([F:15])=[CH:13][CH:14]=2)=[CH:4][CH:3]=1 |f:1.2|. Procedure details: To a 10% KOH solution (30 mL) was added compound 2-18 (53 mg, 0.11 mmol), and the mixture was stirred at 50° C. for 30 min, then cooled to room temperature. The cooled mixture was washed with DCM (30 mL×2). The aqueous phase was acidified with 5% HCl to about a pH 2˜3, filtrated and dried to afford compound 2-19 as a white solid (42 mg, 85%). 1H NMR (300 MHz, DMSO-d6): δ 3.92-3.95 (d, J=9.0 Hz, 2H), 6.28-6.31 (d, J=9.0 Hz, 2H), 7.18-7.34 (m, 8H), 8.47 (s, 1H), 9.36-9.39 (m, 1H), 10.33 (br s, 1H)...